Dataset: the Open Reaction Database (ORD), a public repository of structured organic reaction records. Task: describe an organic reaction: reactants, conditions, products, and yield Reactants: C1(=CC=CC=C1)C(C)=O (1-phenyl-ethanone), C(C)(C)(C)OC(NC1=NC=CC(=C1)C)=O ((4-methyl-pyridin-2-yl)-carbamic acid tert-butyl ester), [Li]CCCC (n-BuLi), CCCCCC (hexane), [NH4+].[Cl-] (NH4Cl). Run in C1CCOC1 (THF), O (water), CCOC(=O)C (EtOAc). Conditions: time 15 minute. The product is C(C)(C)(C)OC(NC1=NC=CC(=C1)CC(C)(C1=CC=CC=C1)O)=O ([4-(2-Hydroxy-2-phenyl-propyl)-pyridin-2-yl]-carbamic acid tert-butyl ester). The yield is 88.8%. RXN SMILES: [C:1]([O:5][C:6](=[O:15])[NH:7][C:8]1[CH:13]=[C:12]([CH3:14])[CH:11]=[CH:10][N:9]=1)([CH3:4])([CH3:3])[CH3:2].[Li]CCCC.CCCCCC.[C:27]1([C:33](=[O:35])[CH3:34])[CH:32]=[CH:31][CH:30]=[CH:29][CH:28]=1.[NH4+].[Cl-]>C1COCC1.O.CCOC(C)=O>[C:1]([O:5][C:6](=[O:15])[NH:7][C:8]1[CH:13]=[C:12]([CH2:14][C:33]([OH:35])([C:27]2[CH:32]=[CH:31][CH:30]=[CH:29][CH:28]=2)[CH3:34])[CH:11]=[CH:10][N:9]=1)([CH3:4])([CH3:3])[CH3:2] |f:4.5|. Procedure details: The solution of (4-methyl-pyridin-2-yl)-carbamic acid tert-butyl ester (100 mg, 0.48 mmol) in dry THF (5 mL) is cooled down to −78° C. The 1.6 M n-BuLi in hexane solution (1.5 mL, 2.4 mmol) is added dropwise at −78° C. Then the cooling bath is removed and the mixture is stirred at room temperature for 15 min. The reaction mixture is cooled down to −78° C. again and 1-phenyl-ethanone (0.28 mL, 2.4 mmol) is added. The mixture is stirred for another 30 min at −78° C. and saturated NH4Cl aquaous sol... Reactants: CCN=C=NCCCN(C)C, CN(C)c1ccncc1, ClCCl, Cl, O=C(O)c1cc2cc([N+](=O)[O-])ccc2n1Cc1ccc(F)cc1F, Nc1ccc(F)cc1, CN(C)C=O. Product: O=C(Nc1ccc(F)cc1)c1cc2cc([N+](=O)[O-])ccc2n1Cc1ccc(F)cc1F. Reaction SMILES: [CH3:25][N:26]([CH3:27])[CH2:28][CH2:29][CH2:30][N:31]=[C:32]=[N:33][CH2:34][CH3:35].[CH3:45][N:46]([CH3:47])[c:48]1[cH:49][cH:50][n:51][cH:52][cH:53]1.[Cl:54][CH2:55][Cl:56].[ClH:36].[F:1][c:2]1[c:3]([CH2:4][n:5]2[c:6]([C:17](=[O:18])[OH:19])[cH:7][c:8]3[cH:9][c:10]([N+:14](=[O:15])[O-:16])[cH:11][cH:12][c:13]23)[cH:20][cH:21][c:22]([F:24])[cH:23]1.[NH2:37][c:38]1[cH:39][cH:40][c:41]([F:42])[cH:43][cH:44]1.[O:57]=[CH:58][N:59]([CH3:60])[CH3:61]>>[F:1][c:2]1[c:3]([CH2:4][n:5]2[c:6]([C:17](=[O:18])[NH:37][c:38]3[cH:39][cH:40][c:41]([F:42])[cH:43][cH:44]3)[cH:7][c:8]3[cH:9][c:10]([N+:14](=[O:15])[O-:16])[cH:11][cH:12][c:13]23)[cH:20][cH:21][c:22]([F:24])[cH:23]1. Reactants: C(C)OC(CC1CSC2=C1C=CC(=C2)O)=O (ethyl(6-hydroxy-2,3-dihydro-1-benzothiophen-3-yl)acetate), ClC1=C(CCl)C=CC(=C1)Cl (2,4-dichlorobenzyl chloride), C(=O)([O-])[O-].[K+].[K+] (K2CO3). The solvent is CN(C)C=O (DMF), CCOC(=O)C (EtOAc). Conditions: temperature 20 celsius, time 72 hour. Yields the product C(C)OC(CC1CSC2=C1C=CC(=C2)OCC2=C(C=C(C=C2)Cl)Cl)=O (Ethyl(6-((2,4-dichlorobenzyl)oxy)-2,3-dihydro-1-benzothiophen-3-yl)acetate). The yield is 68.3%. RXN SMILES: [CH2:1]([O:3][C:4](=[O:16])[CH2:5][CH:6]1[C:10]2[CH:11]=[CH:12][C:13]([OH:15])=[CH:14][C:9]=2[S:8][CH2:7]1)[CH3:2].[Cl:17][C:18]1[CH:25]=[C:24]([Cl:26])[CH:23]=[CH:22][C:19]=1[CH2:20]Cl.C([O-])([O-])=O.[K+].[K+]>CN(C=O)C.CCOC(C)=O>[CH2:1]([O:3][C:4](=[O:16])[CH2:5][CH:6]1[C:10]2[CH:11]=[CH:12][C:13]([O:15][CH2:20][C:19]3[CH:22]=[CH:23][C:24]([Cl:26])=[CH:25][C:18]=3[Cl:17])=[CH:14][C:9]=2[S:8][CH2:7]1)[CH3:2] |f:2.3.4|. Procedure details: To a solution of ethyl(6-hydroxy-2,3-dihydro-1-benzothiophen-3-yl)acetate (17.2 g) in DMF (300 mL) were added 2,4-dichlorobenzyl chloride (17.0 g) and K2CO3 (15.0 g) and the resulting solution was stirred at 20° C. for 72 h. The mixture was diluted with EtOAc, washed successively with water and brine. The organic layer was dried over Na2SO4 and concentrated in vacuo. The residue was purified by silica gel column chromatography (PE/EtOAc) to give the title compound (19.6 g).